From a dataset of the Open Reaction Database (ORD), a public repository of structured organic reaction records. describe an organic reaction: reactants, conditions, products, and yield The reactants are ClC1=CC=C(C=C1)C1OCC(N1)(C)C (2-(4-chloro-phenyl)-4,4-dimethyl-oxazolidine), [Li]CCCC (n-BuLi), O (water), CN(C)C=O (DMF). Solvent: C(C)OCC (ethyl ether), CCCCCC (hexane). Reaction conditions: time 3 hour. The product is ClC=1C=CC(=C(C=O)C1)C=1OCC(N1)(C)C (5-chloro-2-(4,4-dimethyl-4,5-dihydro-oxazol-2-yl)-benzaldehyde). Reaction SMILES: [Cl:1][C:2]1[CH:7]=[CH:6][C:5]([CH:8]2[NH:12][C:11]([CH3:14])([CH3:13])[CH2:10][O:9]2)=[CH:4][CH:3]=1.[Li]CCCC.CN([CH:23]=[O:24])C.O>C(OCC)C.CCCCCC>[Cl:1][C:2]1[CH:7]=[CH:6][C:5]([C:8]2[O:9][CH2:10][C:11]([CH3:14])([CH3:13])[N:12]=2)=[C:4]([CH:3]=1)[CH:23]=[O:24]. Procedure details: To a cold solution of 2-(4-chloro-phenyl)-4,4-dimethyl-oxazolidine (17.2 g, 82 mmol) in ethyl ether (100 mL) and hexane (100 mL) at −30° C. was added n-BuLi (1.6 M in hexane, 67 mL, 107 mmol). The mixture was allowed to warm to room temperature and stirred for 3 h, then cooled to −20° C. To the mixture was added DMF (12.6 mL), and the reaction mixture was allowed to warm to room temperature and stirred overnight. The mixture was poured into water (200 mL), extracted with ethyl ether for 3 times.... Starting materials: CN1C(=NC2=C1C=CC(=C2)N)N (1-Methyl-1H-benzoimidazole-2,5-diamine), C(=O)(O)[O-].[Na+] (NaHCO3), ClC1=NC=CC(=N1)Cl (2,4-dichloropyrimidine). Solvent: C1CCOC1 (THF), C(C)O (ethanol). Conditions: temperature 80 celsius, time 5 hour. The product is ClC1=NC=CC(=N1)NC1=CC2=C(N(C(=N2)N)C)C=C1 (N5-(2-Chloro-pyrimidin-4-yl)-1-methyl-1H-benzoimidazole-2,5-diamine). RXN SMILES: [CH3:1][N:2]1[C:6]2[CH:7]=[CH:8][C:9]([NH2:11])=[CH:10][C:5]=2[N:4]=[C:3]1[NH2:12].C([O-])(O)=O.[Na+].[Cl:18][C:19]1[N:24]=[C:23](Cl)[CH:22]=[CH:21][N:20]=1>C1COCC1.C(O)C>[Cl:18][C:19]1[N:24]=[C:23]([NH:11][C:9]2[CH:8]=[CH:7][C:6]3[N:2]([CH3:1])[C:3]([NH2:12])=[N:4][C:5]=3[CH:10]=2)[CH:22]=[CH:21][N:20]=1 |f:1.2|. Procedure: To a solution of 1-Methyl-1H-benzoimidazole-2,5-diamine (0.63 g, 3.89 mmol) in THF (4 ml) and ethanol (12 ml) was added NaHCO3 (0.98 g, 11.67 mmol) and 2,4-dichloropyrimidine (1.45 g, 9.7 mmol) and the reaction was heated to 80° C. After 5 h, the reaction was filtered hot and concentrated to a gray foam. Ether was added and the solid was filtered and dried to give N5-(2-Chloro-pyrimidin-4-yl)-1-methyl-1H-benzoimidazole-2,5-diamine as an red solid. MS (ESI) m/z=275 [M+H]+. The reactants are solution, C(CCC)OC1=CC=C(C(=O)Cl)C=C1 (4-n-butoxybenzoyl chloride), N (ammonia). The solvent is C(Cl)(Cl)Cl (chloroform). Product: C(CCC)OC1=CC=C(C(=O)N)C=C1 (4-n-Butoxybenzamide). As a reaction SMILES: [CH2:1]([O:5][C:6]1[CH:14]=[CH:13][C:9]([C:10](Cl)=[O:11])=[CH:8][CH:7]=1)[CH2:2][CH2:3][CH3:4].[NH3:15]>C(Cl)(Cl)Cl>[CH2:1]([O:5][C:6]1[CH:14]=[CH:13][C:9]([C:10]([NH2:15])=[O:11])=[CH:8][CH:7]=1)[CH2:2][CH2:3][CH3:4]. Procedure: Chilled to 20°, a solution of 84 g (0.39 mole) of a solution of 4-n-butoxybenzoyl chloride in 700 ml of AR chloroform, then saturated with anhydrous ammonia. The mixture was stirred for 20 min. to 0°, then the white precipitate collected, washed with cold water and oven-dried to 60° to give 76 g, m.p. shrinks 160°, melts 162°-164°.